This data is from the Open Reaction Database (ORD), a public repository of structured organic reaction records. The task is: describe an organic reaction: reactants, conditions, products, and yield The reactants are NC[C@@H](COC1=CC=C(C=C1)OCC1=CC=CC=C1)O ((2S)1-Amino-3-(4-benzyloxy-phenoxy)-propan-2-ol), C1(=CC=CC=C1)C(N1CC(C1)=O)C1=CC=CC=C1 (1-(diphenylmethyl)-3-azetidinone), COC(OC)OC (trimethylorthoformate). The solvent is CO (methanol). Conditions: time 2 day. The product is C(C1=CC=CC=C1)(C1=CC=CC=C1)N1CC(C1)=NC[C@@H](COC1=CC=C(C=C1)OCC1=CC=CC=C1)O ((2S)-1-(1-Benzhydryl-azetidin-3-ylideneamino)-3-(4-benzyloxy-phenoxy)-propan-2-ol). Isolated yield 79.6%. Reaction SMILES: [NH2:1][CH2:2][C@H:3]([OH:20])[CH2:4][O:5][C:6]1[CH:11]=[CH:10][C:9]([O:12][CH2:13][C:14]2[CH:19]=[CH:18][CH:17]=[CH:16][CH:15]=2)=[CH:8][CH:7]=1.[C:21]1([CH:27]([C:33]2[CH:38]=[CH:37][CH:36]=[CH:35][CH:34]=2)[N:28]2[CH2:31][C:30](=O)[CH2:29]2)[CH:26]=[CH:25][CH:24]=[CH:23][CH:22]=1.COC(OC)OC>CO>[CH:27]([N:28]1[CH2:31][C:30](=[N:1][CH2:2][C@H:3]([OH:20])[CH2:4][O:5][C:6]2[CH:11]=[CH:10][C:9]([O:12][CH2:13][C:14]3[CH:15]=[CH:16][CH:17]=[CH:18][CH:19]=3)=[CH:8][CH:7]=2)[CH2:29]1)([C:33]1[CH:34]=[CH:35][CH:36]=[CH:37][CH:38]=1)[C:21]1[CH:22]=[CH:23][CH:24]=[CH:25][CH:26]=1. Reported procedure: A mixture of (2S)1-Amino-3-(4-benzyloxy-phenoxy)-propan-2-ol (1.64 g, 6 mmol) and 1-(diphenylmethyl)-3-azetidinone (1.19 g, 5 mmol) in methanol (20 ml) was treated with trimethylorthoformate (1.59 g, 15 mmol), and stirred at room temperature for 2 days. The resulting suspension was filtered, and the precipitate washed with 3×5 ml of methanol, and dried in vacuo to give 1.96 g of a white solid. The methanol filtrate was evaporated, and the residue was dissolved in ethyl acetate. The ethyl acetate... Reactants: BrC(Br)(Br)Br, C1CCOC1, Cc1c(C)c2c(c(C)c1NC(=O)OC(C)(C)C)CC(C)(CCO)O2, c1ccc(P(c2ccccc2)c2ccccc2)cc1. The product is Cc1c(C)c2c(c(C)c1NC(=O)OC(C)(C)C)CC(C)(CCBr)O2. As a reaction SMILES: [C:25]([Br:26])([Br:27])([Br:28])[Br:29].[O:49]1[CH2:50][CH2:51][CH2:52][CH2:53]1.[OH:1][CH2:2][CH2:3][C:4]1([CH3:24])[O:5][c:6]2[c:7]([c:9]([CH3:23])[c:10]([NH:15][C:16]([O:17][C:18]([CH3:19])([CH3:20])[CH3:21])=[O:22])[c:11]([CH3:14])[c:12]2[CH3:13])[CH2:8]1.[c:30]1([P:31]([c:32]2[cH:33][cH:34][cH:35][cH:36][cH:37]2)[c:38]2[cH:39][cH:40][cH:41][cH:42][cH:43]2)[cH:44][cH:45][cH:46][cH:47][cH:48]1>>[CH2:2]([CH2:3][C:4]1([CH3:24])[O:5][c:6]2[c:7]([c:9]([CH3:23])[c:10]([NH:15][C:16]([O:17][C:18]([CH3:19])([CH3:20])[CH3:21])=[O:22])[c:11]([CH3:14])[c:12]2[CH3:13])[CH2:8]1)[Br:26]. The reactants are N#Cc1cccc(CBr)n1, CO, [N-]=[N+]=[N-], [Na+], CN(C)C=O. Product: N#Cc1cccc(CN)n1. As a reaction SMILES: [Br:5][CH2:6][c:7]1[cH:8][cH:9][cH:10][c:11]([C:13]#[N:14])[n:12]1.[CH3:20][OH:21].[N-:2]=[N+:3]=[N-:4].[Na+:1].[O:15]=[CH:16][N:17]([CH3:18])[CH3:19]>>[NH2:2][CH2:6][c:7]1[cH:8][cH:9][cH:10][c:11]([C:13]#[N:14])[n:12]1. Reactants: N#Cc1ccccc1C=O, CCO, NNc1cc(N2CCOCC2)n2nc(-c3ccccc3)cc2n1, O=C(O)C(F)(F)F. Product: N#Cc1ccccc1C=NNc1cc(N2CCOCC2)n2nc(-c3ccccc3)cc2n1. Reaction SMILES: [C:31](#[N:32])[c:33]1[c:34]([CH:35]=[O:36])[cH:37][cH:38][cH:39][cH:40]1.[CH3:41][CH2:42][OH:43].[O:8]1[CH2:9][CH2:10][N:11]([c:14]2[cH:15][c:16]([NH:29][NH2:30])[n:17][c:18]3[n:19]2[n:20][c:21](-[c:23]2[cH:24][cH:25][cH:26][cH:27][cH:28]2)[cH:22]3)[CH2:12][CH2:13]1.[OH:1][C:2]([C:3]([F:4])([F:5])[F:6])=[O:7]>>[O:8]1[CH2:9][CH2:10][N:11]([c:14]2[cH:15][c:16]([NH:29][N:30]=[CH:35][c:34]3[c:33]([C:31]#[N:32])[cH:40][cH:39][cH:38][cH:37]3)[n:17][c:18]3[n:19]2[n:20][c:21](-[c:23]2[cH:24][cH:25][cH:26][cH:27][cH:28]2)[cH:22]3)[CH2:12][CH2:13]1. The reactants are C(C1=CC=CC=C1)N1CCC(CC1)NC(=O)C=1C(=CC=CC1)C1=CC=C(C=C1)C(F)(F)F (4′-trifluoromethyl-biphenyl-2-carboxylic acid-(1-benzyl-piperidin-4-yl)-amide), C1=CCCCC1 (cyclohexene). Reagents/catalysts: [OH-].[Pd+2].[OH-] (palladium hydroxide). The solvent is C(C)O (ethanol), CO (methanol). Product: N1CCC(CC1)NC(=O)C=1C(=CC=CC1)C1=CC=C(C=C1)C(F)(F)F (4′-trifluoromethyl-biphenyl-2-carboxylic acid-piperidin-4-yl-amide). RXN SMILES: C([N:8]1[CH2:13][CH2:12][CH:11]([NH:14][C:15]([C:17]2[C:18]([C:23]3[CH:28]=[CH:27][C:26]([C:29]([F:32])([F:31])[F:30])=[CH:25][CH:24]=3)=[CH:19][CH:20]=[CH:21][CH:22]=2)=[O:16])[CH2:10][CH2:9]1)C1C=CC=CC=1.C1CCCCC=1>C(O)C.CO.[OH-].[Pd+2].[OH-]>[NH:8]1[CH2:13][CH2:12][CH:11]([NH:14][C:15]([C:17]2[C:18]([C:23]3[CH:24]=[CH:25][C:26]([C:29]([F:30])([F:31])[F:32])=[CH:27][CH:28]=3)=[CH:19][CH:20]=[CH:21][CH:22]=2)=[O:16])[CH2:10][CH2:9]1 |f:4.5.6|. Procedure details: 31.6 g (0.072 mol) of 4′-trifluoromethyl-biphenyl-2-carboxylic acid-(1-benzyl-piperidin-4-yl)-amide are dissolved in 180 ml ethanol and 180 ml methanol, mixed with 84 ml (0.83 mol) of cyclohexene and 6.53 g of palladium hydroxide (20% on charcoal) and refluxed for four hours. The hot reaction mixture is filtered through kieselguhr and the reaction mixture is concentrated by rotary evaporation.